Dataset: the Open Reaction Database (ORD), a public repository of structured organic reaction records. Task: describe an organic reaction: reactants, conditions, products, and yield The reactants are C(C)OCCSC1=CC(=C(C(=C1)C)C1=CC(=CC=C1)C=O)C (4′-[(2-ethoxyethyl)thio]-2′,6′-dimethylbiphenyl-3-carbaldehyde), [BH4-].[Na+] (sodium borohydride). The solvent is O1CCCC1 (tetrahydrofuran), CO (methanol). Conditions: temperature 0 celsius. The product is C(C)OCCSC1=CC(=C(C(=C1)C)C1=CC(=CC=C1)CO)C ({4′-[(2-ethoxyethyl)thio]-2′,6′-dimethylbiphenyl-3-yl}methanol). Yield: 95.8%. RXN SMILES: [CH2:1]([O:3][CH2:4][CH2:5][S:6][C:7]1[CH:12]=[C:11]([CH3:13])[C:10]([C:14]2[CH:19]=[CH:18][CH:17]=[C:16]([CH:20]=[O:21])[CH:15]=2)=[C:9]([CH3:22])[CH:8]=1)[CH3:2].[BH4-].[Na+]>O1CCCC1.CO>[CH2:1]([O:3][CH2:4][CH2:5][S:6][C:7]1[CH:12]=[C:11]([CH3:13])[C:10]([C:14]2[CH:19]=[CH:18][CH:17]=[C:16]([CH2:20][OH:21])[CH:15]=2)=[C:9]([CH3:22])[CH:8]=1)[CH3:2] |f:1.2|. Procedure: To a solution of 4′-[(2-ethoxyethyl)thio]-2′,6′-dimethylbiphenyl-3-carbaldehyde (0.97 g, 3.10 mmol) in a mixture of tetrahydrofuran (4 mL) and methanol (2 mL) was added sodium borohydride (0.07 g, 1.59 mmol) under stirring at 0° C., and the mixture was stirred at the same temperature for 10 min. The reaction solution was concentrated under reduced pressure, the residue was diluted with ammonium chloride solution, and the mixture was extracted with ethyl acetate. The organic layer was dried over ...